The task is: describe an organic reaction: reactants, conditions, products, and yield. This data is from the Open Reaction Database (ORD), a public repository of structured organic reaction records. Reactants: Cl.NC1=NC=CC2=CC(=CC=C12)CC(C(N1CCCCC1)=O)NC(CNS(=O)(=O)C=1C(=C(C2=C(CCC(O2)(C)C)C1C)C)C)=O (N-[1-[(1-Amino-6-isoquinolinyl)methyl]-2-oxo-2-(1-piperidinyl)ethyl]-2-[[(3,4-dihydro-2,2,5,7,8-pentamethyl-2H-1-benzopyran-6-yl)sulfonyl]amino]acetamide hydrochloride), NC1=NC=CC2=CC(=CC=C12)CC(C(N1CCCCC1)=O)NC(OC(C)(C)C)=O (1,1-Dimethylethyl 1-[(1-amino-6-isoquinolinyl)methyl]-2-oxo-2-(1-piperidinyl)ethyl-carbamate), N1(CCOCC1)C(C[C@@H](C(=O)O)NS(=O)(=O)C1=C(C(=C(C=C1C)OC)C)C)=O ((2S)-4-(4-Morpholinyl)-4-oxo-2-[(4-methoxy-2,3,6-trimethylphenylsulfonyl)amino]butanoic acid). Yields the product Cl.NC1=NC=CC2=CC(=CC=C12)CC(C(N1CCCCC1)=O)NC([C@H](CC(=O)N1CCOCC1)NS(=O)(=O)C1=C(C(=C(C=C1C)OC)C)C)=O ((2S)-N-[1-[(1-amino-6-isoquinolinyl)methyl]-2-oxo-2-(1-piperidinyl)ethyl]-4-(4-morpholinyl)-4-oxo-2-[(4-methoxy-2,3,6-trimethylphenylsulfonyl)amino]butanamide hydrochloride). Reaction SMILES: [ClH:1].[NH2:2][C:3]1[C:12]2[C:7](=[CH:8][C:9]([CH2:13][CH:14]([NH:23][C:24](=[O:45])[CH2:25][NH:26][S:27]([C:30]3[C:31]([CH3:44])=[C:32]([CH3:43])[C:33]4OC(C)(C)CC[C:34]=4[C:41]=3[CH3:42])(=[O:29])=[O:28])[C:15](=[O:22])[N:16]3[CH2:21][CH2:20][CH2:19][CH2:18][CH2:17]3)=[CH:10][CH:11]=2)[CH:6]=[CH:5][N:4]=1.NC1C2C(=CC(CC(NC(=O)OC(C)(C)C)[C:59](=[O:66])N3CCCCC3)=CC=2)C=CN=1.[N:75]1([C:81](=[O:102])[CH2:82][C@H](NS(C2C(C)=CC(OC)=C(C)C=2C)(=O)=O)C(O)=O)[CH2:80][CH2:79][O:78][CH2:77][CH2:76]1>>[ClH:1].[NH2:2][C:3]1[C:12]2[C:7](=[CH:8][C:9]([CH2:13][CH:14]([NH:23][C:24](=[O:45])[C@@H:25]([NH:26][S:27]([C:30]3[C:41]([CH3:42])=[CH:34][C:33]([O:66][CH3:59])=[C:32]([CH3:43])[C:31]=3[CH3:44])(=[O:28])=[O:29])[CH2:82][C:81]([N:75]3[CH2:80][CH2:79][O:78][CH2:77][CH2:76]3)=[O:102])[C:15](=[O:22])[N:16]3[CH2:21][CH2:20][CH2:19][CH2:18][CH2:17]3)=[CH:10][CH:11]=2)[CH:6]=[CH:5][N:4]=1 |f:0.1,4.5|. Procedure: The procedure described for 5c was used. Deprotection of 5a and coupling with 51a yielded after purification the title compound (79%) as a mixture of diastereomers (1:1). 1H-NMR 200 MHz (CD3OD) δ: 1.30-1.51 (6H, m), 2.14 (3H, s), 2.51 and 2.53 (3H, 2× s), 2.63 (3H, s), 2.31-3.62 (16H, m), 3.84 and 3.86 (3H, 2× s), 3.99-4.15 (1H, m), 5.08-5.21 (1H, m), 6.75 and 6.76 (1H, 2× s), 7.18-7.25 (1H, m), 7.52-7.81 (3H, m), 8.25-8.37 (1H, m). The reactants are Cl (hydrochloric acid), C(C)(=O)OC(C)=O (acetic anhydride), C(#N)C1=CC(=C(C(=O)O)C=C1)COC1=CC=C(C=C1)O (4-cyano-2-(4-hydroxyphenoxy)methylbenzoic acid), N1=CC=CC=C1 (pyridine), O (Water). Yields the product C(C)(=O)OC1=CC=C(OCC2(C(C(=O)O)C=CC=C2)C#N)C=C1 (2-(4-Acetoxyphenoxy)methyl-2-cyanobenzoic acid). Reaction SMILES: [C:1]([O:4][C:5](=[O:7])[CH3:6])(=O)[CH3:2].C([C:10]1[CH:18]=[CH:17][C:13]([C:14]([OH:16])=[O:15])=[C:12]([CH2:19][O:20][C:21]2[CH:26]=CC(O)=[CH:23][CH:22]=2)[CH:11]=1)#N.O.Cl.[N:30]1C=CC=C[CH:31]=1>>[C:5]([O:4][C:1]1[CH:23]=[CH:22][C:21]([O:20][CH2:19][C:12]2([C:31]#[N:30])[CH:11]=[CH:10][CH:18]=[CH:17][CH:13]2[C:14]([OH:16])=[O:15])=[CH:26][CH:2]=1)(=[O:7])[CH3:6]. Procedure details: Under ice cooling and stirring, 5.5 ml of acetic anhydride was added to 5.2 g of 4-cyano-2-(4-hydroxyphenoxy)methylbenzoic acid obtained in Reference example 23 dissolved in 15.6 ml of pyridine and the mixture was stirred at the same temperature for 1.5 hours. Water was added to the reaction mixture and the mixture was adjusted to about pH 2 with conc. hydrochloric acid and extracted with ethyl acetate. Then, the organic layer was washed with a saturated saline solution, 1N-hydrochloric acid and...